Dataset: the Open Reaction Database (ORD), a public repository of structured organic reaction records. Task: describe an organic reaction: reactants, conditions, products, and yield The reactants are NC=1C=CC(=C(C1)C=1C=CC(NN1)=S)OCC(CNC(C)(C)C)O (6-[5-amino-2-(3-t-butylamino-2-hydroxypropoxy)phenyl]-3(2H)-pyridazinethione), O.NN (hydrazine hydrate). The product is NC=1C=CC(=C(C1)C=1N=NC(=CC1)NN)OCCC(O)NC(C)(C)C (3-[5-Amino-2-(3-t-butylamino-3-hydroxypropoxy)phenyl]-6-hydrazinopyridazine). RXN SMILES: [NH2:1][C:2]1[CH:3]=[CH:4][C:5]([O:15][CH2:16][CH:17](O)[CH2:18][NH:19][C:20]([CH3:23])([CH3:22])[CH3:21])=[C:6]([C:8]2[CH:9]=[CH:10][C:11](=S)[NH:12][N:13]=2)[CH:7]=1.[OH2:25].[NH2:26][NH2:27]>>[NH2:1][C:2]1[CH:3]=[CH:4][C:5]([O:15][CH2:16][CH2:17][CH:18]([NH:19][C:20]([CH3:23])([CH3:22])[CH3:21])[OH:25])=[C:6]([C:8]2[N:13]=[N:12][C:11]([NH:26][NH2:27])=[CH:10][CH:9]=2)[CH:7]=1 |f:1.2|. Reported procedure: Reaction of 6-[5-amino-2-(3-t-butylamino-2-hydroxypropoxy)phenyl]-3(2H)-pyridazinethione with hydrazine hydrate under similar conditions to those described in Example 2(vi) gave the title compound.